This data is from the Open Reaction Database (ORD), a public repository of structured organic reaction records. The task is: describe an organic reaction: reactants, conditions, products, and yield Starting materials: C(C)OC(C(C#N)=CC1=CC=CC=C1)=O (benzylidenecyanoacetic acid ethyl ester), C(C)(C)OC(CC(N)=N)=O (amidinoacetic acid isopropyl ester), CC[O-].[Na+] (sodium ethylate). Run in C(C)O (ethanol). Product: C(C)(C)OC(=O)C=1C(C(=C(NC1N)N)C(=O)OCC)C1=CC=CC=C1 (2,6-diamino-4-phenyl-1,4-dihydropyridine-3,5-dicarboxylic acid 3-ethyl ester 5-isopropyl ester). The yield is 54.0%. As a reaction SMILES: [CH2:1]([O:3][C:4](=[O:15])[C:5](=[CH:8][C:9]1[CH:14]=[CH:13][CH:12]=[CH:11][CH:10]=1)[C:6]#[N:7])[CH3:2].[CH:16]([O:19][C:20](=[O:25])[CH2:21][C:22](=[NH:24])[NH2:23])([CH3:18])[CH3:17].CC[O-].[Na+]>C(O)C>[CH:16]([O:19][C:20]([C:21]1[CH:8]([C:9]2[CH:10]=[CH:11][CH:12]=[CH:13][CH:14]=2)[C:5]([C:4]([O:3][CH2:1][CH3:2])=[O:15])=[C:6]([NH2:7])[NH:24][C:22]=1[NH2:23])=[O:25])([CH3:18])[CH3:17] |f:2.3|. Procedure: Upon heating a solution of 10.1 g benzylidenecyanoacetic acid ethyl ester, 7.2 g amidinoacetic acid isopropyl ester and 0.6 g sodium ethylate in 150 ml ethanol for four hours, 2,6-diamino-4-phenyl-1,4-dihydropyridine-3,5-dicarboxylic acid 3-ethyl ester 5-isopropyl ester of m.p. 170° is obtained. Starting materials: C(C1=CC=CC=C1)(=O)C1=C(C=CC(=C1)Cl)N=NC(C(=O)OCC)Br (ethyl (2-benzoyl-4-chlorophenylazo)bromoacetate), N (ammonia). Run in CCOCC (ether). Conditions: time 1 hour. Yields the product C(C1=CC=CC=C1)(=O)C1=C(C=CC(=C1)Cl)N=NC(C(=O)OCC)N (ethyl (2-benzoyl-4-chlorophenylazo)-aminoacetate). RXN SMILES: [C:1]([C:9]1[CH:14]=[C:13]([Cl:15])[CH:12]=[CH:11][C:10]=1[N:16]=[N:17][CH:18](Br)[C:19]([O:21][CH2:22][CH3:23])=[O:20])(=[O:8])[C:2]1[CH:7]=[CH:6][CH:5]=[CH:4][CH:3]=1.[NH3:25]>CCOCC>[C:1]([C:9]1[CH:14]=[C:13]([Cl:15])[CH:12]=[CH:11][C:10]=1[N:16]=[N:17][CH:18]([NH2:25])[C:19]([O:21][CH2:22][CH3:23])=[O:20])(=[O:8])[C:2]1[CH:7]=[CH:6][CH:5]=[CH:4][CH:3]=1. Reported procedure: To a solution of 8.1 parts of ethyl (2-benzoyl-4-chlorophenylazo)bromoacetate in 16 volume parts of ether is added 160 volume parts of concentrated aqueous ammonia. After stirring the mixture for 1 hour at room temperature, the ether layer is separated, washed with water and evaporated to remove the solvent. The crystalline residue is collected by filtration, washed with ethanol and dried. The procedure gives ethyl (2-benzoyl-4-chlorophenylazo)-aminoacetate. Recrystallization from ethanol gives ... The reactants are CC=1C=C(C(=NC1C)C1=NC=C(C=C1)C)O (5,6,5′-Trimethyl-[2,2′]bipyridin-3-ol), O (water), C(C1=CC=CC=C1)OC1=C(C=C2C(=CC=NC2=C1)Cl)OC (7-benzyloxy-4-chloro-6-methoxyquinoline), C([O-])([O-])=O.[Cs+].[Cs+] (cesium carbonate). Reagents/catalysts: CN(C1=CC=NC=C1)C (4-dimethylaminopyridine). Run in CS(=O)C (dimethyl sulfoxide). Conditions: temperature 130 celsius, time 8 hour. Product: C(C1=CC=CC=C1)OC1=C(C=C2C(=CC=NC2=C1)OC=1C(=NC(=C(C1)C)C)C1=NC=C(C=C1)C)OC (3-(7-Benzyloxy-6-methoxy-quinolin-4-yloxy)-5,6,5′-trimethyl-[2,2′]bipyridine). The yield is 75.4%. RXN SMILES: [CH3:1][C:2]1[CH:3]=[C:4]([OH:16])[C:5]([C:9]2[CH:14]=[CH:13][C:12]([CH3:15])=[CH:11][N:10]=2)=[N:6][C:7]=1[CH3:8].[CH2:17]([O:24][C:25]1[CH:34]=[C:33]2[C:28]([C:29](Cl)=[CH:30][CH:31]=[N:32]2)=[CH:27][C:26]=1[O:36][CH3:37])[C:18]1[CH:23]=[CH:22][CH:21]=[CH:20][CH:19]=1.C(=O)([O-])[O-].[Cs+].[Cs+].O>CN(C)C1C=CN=CC=1.CS(C)=O>[CH2:17]([O:24][C:25]1[CH:34]=[C:33]2[C:28]([C:29]([O:16][C:4]3[C:5]([C:9]4[CH:14]=[CH:13][C:12]([CH3:15])=[CH:11][N:10]=4)=[N:6][C:7]([CH3:8])=[C:2]([CH3:1])[CH:3]=3)=[CH:30][CH:31]=[N:32]2)=[CH:27][C:26]=1[O:36][CH3:37])[C:18]1[CH:19]=[CH:20][CH:21]=[CH:22][CH:23]=1 |f:2.3.4|. Procedure details: 5,6,5′-Trimethyl-[2,2′]bipyridin-3-ol (300 mg), 7-benzyloxy-4-chloro-6-methoxyquinoline (1.26 g), 4-dimethylaminopyridine (513 mg), and cesium carbonate (1.37 g) were suspended in dimethyl sulfoxide (6 ml), and the suspension was stirred at 130° C. overnight. The reaction solution was cooled to room temperature, water was then added to the reaction solution, and the mixture was extracted with chloroform. The chloroform layer was then washed with saturated brine and was dried over anhydrous sodiu... The reactants are C(C)(=O)Cl (acetyl chloride), NC=1C=C(C2=C(C=C(O2)C2=CC=CC=C2)C1)C(=O)OCCN1CCCCC1 (2-piperidinoethyl 5-amino-2-phenylbenzofuran-7-carboxylate), C([O-])(O)=O.[Na+] (sodium bicarbonate), C(C)(=O)OCC (ethyl acetate). Solvent: C1(=CC=CC=C1)C (toluene). Reaction conditions: time 30 minute. Yields the product C(C)(=O)NC=1C=C(C2=C(C=C(O2)C2=CC=CC=C2)C1)C(=O)OCCN1CCCCC1 (2-piperidinoethyl 5-acetamido-2-phenylbenzofuran-7-carboxylate). The yield is 80.2%. RXN SMILES: [C:1](Cl)(=[O:3])[CH3:2].[NH2:5][C:6]1[CH:7]=[C:8]([C:21]([O:23][CH2:24][CH2:25][N:26]2[CH2:31][CH2:30][CH2:29][CH2:28][CH2:27]2)=[O:22])[C:9]2[O:13][C:12]([C:14]3[CH:19]=[CH:18][CH:17]=[CH:16][CH:15]=3)=[CH:11][C:10]=2[CH:20]=1.C(=O)(O)[O-].[Na+].C(OCC)(=O)C>C1(C)C=CC=CC=1>[C:1]([NH:5][C:6]1[CH:7]=[C:8]([C:21]([O:23][CH2:24][CH2:25][N:26]2[CH2:27][CH2:28][CH2:29][CH2:30][CH2:31]2)=[O:22])[C:9]2[O:13][C:12]([C:14]3[CH:15]=[CH:16][CH:17]=[CH:18][CH:19]=3)=[CH:11][C:10]=2[CH:20]=1)(=[O:3])[CH3:2] |f:2.3|. Reported procedure: A solution of 147 mg of acetyl chloride in 2 ml of toluene is added dropwise to a mixture of 522 mg of 2-piperidinoethyl 5-amino-2-phenylbenzofuran-7-carboxylate, 210 mg of sodium bicarbonate and 10 ml of ethyl acetate under ice-cooling. The mixture is stirred at the same temperature for 30 minutes and the reaction mixture is extracted with ethyl acetate. The extract is washed with water, dried and evaporated to remove solvent. The residue is recrystallized from ethyl acetate to give 467 mg of 2... The reactants are C(C)C=1C=C(C=CC1)O (3-Ethylphenol), FC1=CC=C(C(=O)Cl)C=C1 (4-fluorobenzoyl chloride). The product is C(C)C1=CC(=C(C(=O)C2=CC=C(C=C2)F)C=C1)O (4-Ethyl-4'-fluoro-2-hydroxybenzophenone). Yield: 5.3%. Reaction SMILES: [CH2:1]([C:3]1[CH:4]=[C:5]([OH:9])[CH:6]=[CH:7][CH:8]=1)[CH3:2].[F:10][C:11]1[CH:19]=[CH:18][C:14]([C:15](Cl)=[O:16])=[CH:13][CH:12]=1>>[CH2:1]([C:3]1[CH:8]=[CH:7][C:6]([C:15]([C:14]2[CH:18]=[CH:19][C:11]([F:10])=[CH:12][CH:13]=2)=[O:16])=[C:5]([OH:9])[CH:4]=1)[CH3:2]. Procedure details: 3-Ethylphenol (24.4 g) and 4-fluorobenzoyl chloride (34.9 g) were reacted together as in Example 2 giving three main fractions: B (11.4 g) 126°-129° C. at 0.07 mmHg; C (7.9 g), 129°-132° C. at 0.06 mmHg; D (5.9 g), 132°-150° C. at 0.06 mmHg, all containing ~ 80% of the required isomer. B (4.0 g) was separated by preparative thin layer chromatography to give the title compound (2.6 g), m.p. 44°-48° C. The same compound was obtained using the method of Example 4. Reactants: CC=1C=C(C=CC1Cl)O (3-methyl-4-chlorophenol), C1(=CC=CC=C1)P(C1=CC=CC=C1)C1=CC=CC=C1 (triphenylphosphine), C([C@@H](O)C)(=O)OC ((S)-methyl lactate), CCOC(=O)/N=N/C(=O)OCC (DEAD). Run in C(Cl)Cl (DCM). The product is ClC1=C(C=C(O[C@@H](C(=O)OC)C)C=C1)C (Methyl (2R)-2-(4-chloro-3-methylphenoxy)propanoate). As a reaction SMILES: [CH3:1][C:2]1[CH:3]=[C:4]([OH:9])[CH:5]=[CH:6][C:7]=1[Cl:8].C1(P(C2C=CC=CC=2)C2C=CC=CC=2)C=CC=CC=1.[C:29]([O:34][CH3:35])(=[O:33])[C@H:30]([CH3:32])O.CCOC(/N=N/C(OCC)=O)=O>C(Cl)Cl>[Cl:8][C:7]1[CH:6]=[CH:5][C:4]([O:9][C@H:30]([CH3:32])[C:29]([O:34][CH3:35])=[O:33])=[CH:3][C:2]=1[CH3:1]. Procedure: To a solution of 3-methyl-4-chlorophenol (10.0 g, 69 mmol), triphenylphosphine (1.3 eq, 22 g), (S)-methyl lactate (1.3 eq, 9.4 mL) in DCM (230 mL) at 0° C. was added DEAD (1.2 eq, 13 mL) over 1 min. Reaction warmed to rt overnight. The mixture was then filtered through a pad of silica gel and concentrated. The residue was purified via flash chromatography eluting with 10% EtOAc/hexanes to provide the product as a colorless oil. Reactants: 2-carbalkoxy, C(=O)(OCC)CCCC1C(CCC1)=O (2-(3-carbethoxypropyl)cyclopentan-1-one), Cl (hydrochloric acid). The solvent is C(C)(=O)O (acetic acid). The product is C(=O)(O)CCCC1C(CCC1)=O (2-(3-carboxypropyl)cyclopentan-1-one). As a reaction SMILES: [C:1]([CH2:6][CH2:7][CH2:8][CH:9]1[CH2:13][CH2:12][CH2:11][C:10]1=[O:14])([O:3]CC)=[O:2].Cl>C(O)(=O)C>[C:1]([CH2:6][CH2:7][CH2:8][CH:9]1[CH2:13][CH2:12][CH2:11][C:10]1=[O:14])([OH:3])=[O:2]. Reported procedure: In the manner described in Example 2, treatment of 2-carbalkoxy(mixed methyl and ethyl esters)-2-(3-carbethoxypropyl)cyclopentan-1-one (Example 4) with a 20% hydrochloric acid and acetic acid mixture gives a yellow oil.